This data is from the Open Reaction Database (ORD), a public repository of structured organic reaction records. The task is: describe an organic reaction: reactants, conditions, products, and yield Reactants: BrCC1=C(C2=C(N(C(N(C2=O)C)=O)CC(C)C)S1)C(=O)OC (Methyl 6-(bromomethyl)-1,2,3,4-tetrahydro-3-methyl-1-(isobutyl)-2,4-dioxo-thieno[2,3-d]pyrimidine-5-carboxylate), CSC=1SC2=C(N1)C=CC=C2 (2-methylthiobenzothiazole). Run in COCCOCCOC (diglyme). Product: CN1C(N(C2=C(C1=O)C(=C(S2)CN2C(SC1=C2C=CC=C1)=S)C(=O)OC)CC(C)C)=O (Methyl 1,2,3,4-tetrahydro-3-methyl-1-(isobutyl)-2,4-dioxo-6-[2-thioxo-3(2H)-benzothiazolylmethyl]thieno[2,3-d]pyrimidine-5-carboxylate). Reaction SMILES: Br[CH2:2][C:3]1[S:18][C:6]2[N:7]([CH2:14][CH:15]([CH3:17])[CH3:16])[C:8](=[O:13])[N:9]([CH3:12])[C:10](=[O:11])[C:5]=2[C:4]=1[C:19]([O:21][CH3:22])=[O:20].C[S:24][C:25]1[S:26][C:27]2[CH:33]=[CH:32][CH:31]=[CH:30][C:28]=2[N:29]=1>COCCOCCOC>[CH3:12][N:9]1[C:10](=[O:11])[C:5]2[C:4]([C:19]([O:21][CH3:22])=[O:20])=[C:3]([CH2:2][N:29]3[C:28]4[CH:30]=[CH:31][CH:32]=[CH:33][C:27]=4[S:26][C:25]3=[S:24])[S:18][C:6]=2[N:7]([CH2:14][CH:15]([CH3:17])[CH3:16])[C:8]1=[O:13]. Procedure details: A solution of the product of example 3 step b) (300 mg) and 2-methylthiobenzothiazole (300 mg) in diglyme (3 ml) was heated by microwave irradiation (600 W) to 160° C. After 30 min the solvent was removed by vacuum distillation and the residue purified by gradient chromatography eluting with a gradient of dichloromethane to 5% methanol in dichloromethane to give the sub-title compound as a white solid (150 mg). δ 1HCDCl3 0.93 (6H,d), 2.22 (1H,non), 3.38 (3H,s), 3.71 (2H,d), 4.00 (3H,s), 4.80 (2H... Starting materials: ClC1=CC=C(C2=C1CCN(CC2)C)C=CC=CC=O (5-(9-chloro-2,3,4,5-tetrahydro-3-methyl-1H-3-benzazepin-6-yl)-2,4-pentadienal). The solvent is C(C)O (ethanol), [Pt]=O (platinum oxide). Product: ClC1=CC=C(C2=C1CCN(CC2)C)CCCCC=O (9-chloro-2,3,4,5-tetrahydro-3-methyl-1H-3-benzazepine-6-pentanal). The yield is 16.4%. RXN SMILES: [Cl:1][C:2]1[C:7]2[CH2:8][CH2:9][N:10]([CH3:13])[CH2:11][CH2:12][C:6]=2[C:5]([CH:14]=[CH:15][CH:16]=[CH:17][CH:18]=[O:19])=[CH:4][CH:3]=1>C(O)C.[Pt]=O>[Cl:1][C:2]1[C:7]2[CH2:8][CH2:9][N:10]([CH3:13])[CH2:11][CH2:12][C:6]=2[C:5]([CH2:14][CH2:15][CH2:16][CH2:17][CH:18]=[O:19])=[CH:4][CH:3]=1. Procedure details: A solution of 5-(9-chloro-2,3,4,5-tetrahydro-3-methyl-1H-3-benzazepin-6-yl)-2,4-pentadienal (3 g) in ethanol (100 ml) and platinum oxide was shaken under hydrogen (50 psi) for 2 hours, filtered, concentrated and the residue chromatographed on silica gel eluted with a gradient of methanol-methylene chloride (3:97°-7:93) to give 0.5 g of 9-chloro-2,3,4,5-tetrahydro-3-methyl-1H-3-benzazepine-6-pentanal. Starting materials: C(C)(=O)OC1=CC(=CC2=C1OC(C2)(C)C)[N+](=O)[O-] (2,2-dimethyl-5-nitro-2,3-dihydrobenzo[2,3-b]furan-7-yl acetate). The reagents and catalysts are [Pd] (palladium on carbon). Solvent: C(C)O (ethanol). Product: C(C)(=O)OC1=CC(=CC2=C1OC(C2)(C)C)N (5-amino-2,2-dimethyl-2,3-dihydrobenzo[2,3-b]furan-7-yl acetate). Isolated yield 87.2%. As a reaction SMILES: [C:1]([O:4][C:5]1[C:10]2[O:11][C:12]([CH3:15])([CH3:14])[CH2:13][C:9]=2[CH:8]=[C:7]([N+:16]([O-])=O)[CH:6]=1)(=[O:3])[CH3:2]>[Pd].C(O)C>[C:1]([O:4][C:5]1[C:10]2[O:11][C:12]([CH3:15])([CH3:14])[CH2:13][C:9]=2[CH:8]=[C:7]([NH2:16])[CH:6]=1)(=[O:3])[CH3:2]. Procedure details: A mixture of 3.5 grams (0.014 mole) of 2,2-dimethyl-5-nitro-2,3-dihydrobenzo[2,3-b]furan-7-yl acetate (known compound) and a catalytic amount of 10% palladium on carbon in 125 mL of ethanol was subjected to hydrogenation conditions using a Parr Hydrogenator. Upon completion of the uptake of the theoretical amount of hydrogen, the reaction mixture was filtered and concentrated under reduced pressure to a residue. The residue was purified with column chromatography on silica gel using methylene ch... Starting materials: O1CCN(C2=C1C=CC=C2)CCO (2-(2,3-dihydro-1,4-benzoxazin-4-yl)ethanol), CS(=O)(=O)Cl (methanesulfonyl chloride), N1=CC=CC=C1 (pyridine), CS(=O)(=O)OCCN1CCOC2=C1C=CC=C2 (2-(2,3-dihydro-1,4-benzoxazine-4-yl)ethyl methanesulfonate), Ice water. Conditions: temperature 25 celsius, time 10 hour. The product is O1CCN(C2=C1C=CC=C2)CCOC2=CC=C(C=O)C=C2 (4-[2-(2,3-Dihydro-1,4-benzoxazin-4-yl)ethoxy]benzaldehyde). The yield is 61.0%. Reaction SMILES: CS([O:5][CH2:6][CH2:7][N:8]1[C:13]2[CH:14]=[CH:15][CH:16]=[CH:17][C:12]=2[O:11][CH2:10][CH2:9]1)(=O)=O.[O:18]1C2C=CC=CC=2N(CCO)C[CH2:19]1.[CH3:31]S(Cl)(=O)=O.N1[CH:41]=[CH:40][CH:39]=[CH:38][CH:37]=1>>[O:11]1[C:12]2[CH:17]=[CH:16][CH:15]=[CH:14][C:13]=2[N:8]([CH2:7][CH2:6][O:5][C:37]2[CH:31]=[CH:41][C:40]([CH:19]=[O:18])=[CH:39][CH:38]=2)[CH2:9][CH2:10]1. Reported procedure: Preparation of 2-(2,3-dihydro-1,4-benzoxazine-4-yl)ethyl methanesulfonate--To a solution of 2-(2,3-dihydro-1,4-benzoxazin-4-yl)ethanol (17.0 g, 94.9 mmol) in pyridine (200 ml) was added methanesulfonyl chloride (16.31 g, 142.0 mmol) dropwise at 0° C. The reaction mixture was stirred for 10 h at 25° C. Ice water (200 ml) was added and the mixture was extracted with ethyl acetate (2×100 ml). The combined organic extracts were washed with 2N HCl (3×75 ml), water (75 ml), brine (50 ml) and dried (Na... Reactants: FC1=C(OC=2C=[N+](C=CC2)[O-])C=CC=C1 (3-(o-fluorophenoxy)pyridine N-oxide), P(=O)(Cl)(Cl)Cl (phosphorous oxychloride), chlorinated pyridines. Run in C1(=CC=CC=C1)C (toluene), C(Cl)(Cl)Cl (chloroform). Product: ClC1=CC=C(C=N1)OC1=C(C=CC=C1)F (6-chloro-3-(o-fluorophenoxy)pyridine). Reaction SMILES: [F:1][C:2]1[CH:15]=[CH:14][CH:13]=[CH:12][C:3]=1[O:4][C:5]1[CH:6]=[N+:7]([O-])[CH:8]=[CH:9][CH:10]=1.P(Cl)(Cl)([Cl:18])=O>C(Cl)(Cl)Cl.C1(C)C=CC=CC=1>[Cl:18][C:8]1[N:7]=[CH:6][C:5]([O:4][C:3]2[CH:12]=[CH:13][CH:14]=[CH:15][C:2]=2[F:1])=[CH:10][CH:9]=1. Procedure: A solution of 25 g of 3-(o-fluorophenoxy)pyridine N-oxide in 50 ml of chloroform is added dropwise to 77 g of refluxing phosphorous oxychloride. The mixture is refluxed for 2 hours. The mixture is concentrated at reduced pressure. The oil is dissolved in 500 ml dichloromethane, washed with 50 ml of ice cold concentrated ammonium hydroxide and dried over anhydrous MgSO4. The organic phase is separated, concentrated at reduced pressure and distilled to yield the mixture of desired chlorinated pyri... Starting materials: ClC1=CC(=C(C=C1)C(CCC1=CC=C(C=C1)S(=O)(=O)N1CCC(CC1)O)=O)NC1=CC=CC=C1 (1-(4-chloro-2-phenylamino-phenyl)-3-[4-(4-hydroxypiperidine-1-sulfonyl)-phenyl]propan-1-one), O=C(C(=O)Cl)C (2-oxopropanoyl chloride). The solvent is C1(=CC=CC=C1)C (toluene). Reaction conditions: temperature 120 celsius, time 8 hour. The product is ClC=1C=CC(=C(C1)N(C(C(C)=O)=O)C1=CC=CC=C1)C(CCC1=CC=C(C=C1)S(=O)(=O)N1CCC(CC1)O)=O (N-(5-chloro-2-{3-[4-(4-hydroxypiperidine-1-sulfonyl)-phenyl]-propionyl}-phenyl)-2-oxo-N-phenyl-propionamide). As a reaction SMILES: [Cl:1][C:2]1[CH:7]=[CH:6][C:5]([C:8](=[O:27])[CH2:9][CH2:10][C:11]2[CH:16]=[CH:15][C:14]([S:17]([N:20]3[CH2:25][CH2:24][CH:23]([OH:26])[CH2:22][CH2:21]3)(=[O:19])=[O:18])=[CH:13][CH:12]=2)=[C:4]([NH:28][C:29]2[CH:34]=[CH:33][CH:32]=[CH:31][CH:30]=2)[CH:3]=1.[O:35]=[C:36]([CH3:40])[C:37](Cl)=[O:38]>C1(C)C=CC=CC=1>[Cl:1][C:2]1[CH:7]=[CH:6][C:5]([C:8](=[O:27])[CH2:9][CH2:10][C:11]2[CH:12]=[CH:13][C:14]([S:17]([N:20]3[CH2:21][CH2:22][CH:23]([OH:26])[CH2:24][CH2:25]3)(=[O:19])=[O:18])=[CH:15][CH:16]=2)=[C:4]([N:28]([C:29]2[CH:30]=[CH:31][CH:32]=[CH:33][CH:34]=2)[C:37](=[O:38])[C:36](=[O:35])[CH3:40])[CH:3]=1. Procedure: To 1-(4-chloro-2-phenylamino-phenyl)-3-[4-(4-hydroxypiperidine-1-sulfonyl)-phenyl]propan-1-one (0.200 g) in toluene (20 mL) was added 2-oxopropanoyl chloride (0.427 g). The reaction mixture was heated at 120° C. for 3 h, then stirred at RT overnight to produce N-(5-chloro-2-{3-[4-(4-hydroxypiperidine-1-sulfonyl)-phenyl]-propionyl}-phenyl)-2-oxo-N-phenyl-propionamide, which was used without further purification. Reactants: [Ce] (cerium), [La] (lanthanum), O(Cl)Cl.[Zr] (zirconium oxychloride). Product: [O-2].[Zr+4].[O-2] (zirconium oxide), [O-2].[Ce+3].[O-2].[O-2].[Ce+3] (cerium oxide), [O-2].[La+3].[O-2].[O-2].[La+3] (lanthanum oxide). Reaction SMILES: [O:1](Cl)Cl.[Zr:4].[Ce:5].[La:6]>>[O-2:1].[Zr+4:4].[O-2:1].[O-2:1].[Ce+3:5].[O-2:1].[O-2:1].[Ce+3:5].[O-2:1].[La+3:6].[O-2:1].[O-2:1].[La+3:6] |f:0.1,4.5.6,7.8.9.10.11,12.13.14.15.16|. Procedure details: A zirconium-cerium-lanthanum composite oxide (Powder A2) was obtained according to the procedure of Example 1 while changing the amounts of zirconium oxychloride, cerium, and lanthanum to be used so as to form a weight ratio of 25 g of zirconium oxide, 12.5 g of cerium oxide, and 9.5 g of lanthanum oxide. The reactants are C(C1=CC=CC=C1)Br (Benzyl bromide), FC1=CC=C(C=C1)S(=O)(=O)N1[C@@H](CCCC1)C1=NNC=N1 ((2S)-1-[(4-fluorophenyl)sulfonyl]-2-(1H-1,2,4-triazol-3-yl)piperidine), C([O-])([O-])=O.[K+].[K+] (potassium carbonate). Run in CN(C=O)C (dimethylformamide). Conditions: temperature 50 celsius, time 7 hour. The product is C(C1=CC=CC=C1)N1N=C(N=C1)[C@H]1N(CCCC1)S(=O)(=O)C1=CC=C(C=C1)F ((2S)-2-(1-benzyl-1H-1,2,4-triazol-3-yl)-1-[(4-fluorophenyl)sulfonyl]piperidine). RXN SMILES: [CH2:1](Br)[C:2]1[CH:7]=[CH:6][CH:5]=[CH:4][CH:3]=1.[F:9][C:10]1[CH:15]=[CH:14][C:13]([S:16]([N:19]2[CH2:24][CH2:23][CH2:22][CH2:21][C@H:20]2[C:25]2[N:29]=[CH:28][NH:27][N:26]=2)(=[O:18])=[O:17])=[CH:12][CH:11]=1.C(=O)([O-])[O-].[K+].[K+]>CN(C)C=O>[CH2:1]([N:27]1[CH:28]=[N:29][C:25]([C@@H:20]2[CH2:21][CH2:22][CH2:23][CH2:24][N:19]2[S:16]([C:13]2[CH:14]=[CH:15][C:10]([F:9])=[CH:11][CH:12]=2)(=[O:17])=[O:18])=[N:26]1)[C:2]1[CH:7]=[CH:6][CH:5]=[CH:4][CH:3]=1 |f:2.3.4|. Reported procedure: Benzyl bromide (40 μl) was added to a solution of (2S)-1-[(4-fluorophenyl)sulfonyl]-2-(1H-1,2,4-triazol-3-yl)piperidine (95 mg) [see Preparation 42] and potassium carbonate (47 mg) in dimethylformamide (5 ml). The reaction mixture was stirred at 50° C. for 7 hours, after which time the solvent was removed under reduced pressure and the residue diluted with ethyl acetate. The organic solution was washed with water, dried over magnesium sulphate and the solvent removed under reduced pressure. The ... Starting materials: OC=1C=C(C=CC1O)N[C@@H](C)C(=O)O (DOPA), CC(C)S[C@H]1[C@@H]([C@H]([C@H]([C@H](O1)CO)O)O)O (IPTG), OC=1C=C(C=CC1O)N[C@@H](C)C(=O)O (DOPA), CC(C)S[C@H]1[C@@H]([C@H]([C@H]([C@H](O1)CO)O)O)O (IPTG), N[C@@H](CC1=CC=C(C=C1)O)C(=O)O (tyrosine), OC=1C=C(C=CC1O)N[C@@H](C)C(=O)O (DOPA), CC(C)S[C@H]1[C@@H]([C@H]([C@H]([C@H](O1)CO)O)O)O (IPTG). Conditions: time 6 hour. Yields the product O=C(O)[C@@H](N)CC1=CC=C(O)C(O)=C1 (DOPA). Reaction SMILES: [OH:1][C:2]1[CH:3]=[C:4](N[C@H](C(O)=O)C)[CH:5]=[CH:6][C:7]=1[OH:8].CC(S[C@@H]1O[C@H](CO)[C@H](O)[C@H](O)[C@H]1O)C.[NH2:30][C@H:31]([C:40]([OH:42])=[O:41])[CH2:32]C1C=CC(O)=CC=1>>[O:41]=[C:40]([C@H:31]([CH2:32][C:4]1[CH:3]=[C:2]([OH:1])[C:7]([OH:8])=[CH:6][CH:5]=1)[NH2:30])[OH:42]. Procedure details: After confirming stationary phase, DOPA (3,4-dihydroxyphenyl-L-alanine) was introduced to the concentration of 1 mM in the medium. After introducing DOPA, inducer IPTG(isopropyl-β-D-thiogalactopyranoside, 1 mM) was added to induce the expression of the above proteins. After adding IPTG, culture was conducted at 37° C. for additional 6 hours. For a positive control, tyrosine was introduced to the concentration of 1 mM instead of DOPA, and the expression of the proteins was induced with IPTG, and ... Reactants: OCC1=NOC(C1)C1=CC=CC=C1 (3-Hydroxymethyl-5-phenyl-4,5-dihydroisoxazole), S(=O)(Cl)Cl (thionyl chloride). Run in CCOCC (ether). Conditions: time 8 hour. Product: ClCC1=NOC(C1)C1=CC=CC=C1 (3-chloromethyl-5-phenyl-4,5-dihydroisoxazole). Reaction SMILES: O[CH2:2][C:3]1[CH2:7][CH:6]([C:8]2[CH:13]=[CH:12][CH:11]=[CH:10][CH:9]=2)[O:5][N:4]=1.S(Cl)([Cl:16])=O>CCOCC>[Cl:16][CH2:2][C:3]1[CH2:7][CH:6]([C:8]2[CH:13]=[CH:12][CH:11]=[CH:10][CH:9]=2)[O:5][N:4]=1. Procedure details: 3-Hydroxymethyl-5-phenyl-4,5-dihydroisoxazole (3.2 g) is dissolved in 50 ml of anhydrous ether. To the solution cooled with ice is slowly added dropwise 2.6 g of thionyl chloride with stirring. The reaction mixture is allowed to stand overnight at room temperature and then the solvent is distilled off to give 3-chloromethyl-5-phenyl-4,5-dihydroisoxazole in the form of yellow brown oil.